This data is from the Open Reaction Database (ORD), a public repository of structured organic reaction records. The task is: describe an organic reaction: reactants, conditions, products, and yield Reactants: CC(C)(C)OC(=O)c1ccc([N+](=O)[O-])c(CBr)c1, CCO, NC1CC1. The product is CC(C)(C)OC(=O)c1ccc([N+](=O)[O-])c(CNC2CC2)c1. RXN SMILES: [Br:1][CH2:2][c:3]1[cH:4][c:5]([C:6](=[O:7])[O:8][C:9]([CH3:10])([CH3:11])[CH3:12])[cH:13][cH:14][c:15]1[N+:16](=[O:17])[O-:18].[CH3:23][CH2:24][OH:25].[CH:19]1([NH2:22])[CH2:20][CH2:21]1>>[CH2:2]([c:3]1[cH:4][c:5]([C:6](=[O:7])[O:8][C:9]([CH3:10])([CH3:11])[CH3:12])[cH:13][cH:14][c:15]1[N+:16](=[O:17])[O-:18])[NH:22][CH:19]1[CH2:20][CH2:21]1. The reactants are C1C(CC2=CC=CC=C12)=O (2-indanone), [BH4-].[Na+] (sodium borohydride). The solvent is CO (methanol). Run at temperature 40 celsius, time 2 hour. Product: C1C(CC2=CC=CC=C12)O (2-indanol). Isolated yield 96.6%. As a reaction SMILES: [CH2:1]1[C:9]2[C:4](=[CH:5][CH:6]=[CH:7][CH:8]=2)[CH2:3][C:2]1=[O:10].[BH4-].[Na+]>CO>[CH2:1]1[C:9]2[C:4](=[CH:5][CH:6]=[CH:7][CH:8]=2)[CH2:3][CH:2]1[OH:10] |f:1.2|. Reported procedure: A 60 g sample of 2-indanone (0.45 moles) in 1.5 liters of 40% aqueous methanol was treated with 18 g (0.46 moles) of sodium borohydride in portions with cooling to maintain T≤ 40°C. After the addition was complete (15 min), the mixture was stirred for 2 hrs then allowed to stand overnight at room temp. Ether extraction, drying over potassium carbonate and evaporation gave 58.3 g crystalline 2-indanol (96%). Starting materials: CN(CCCC(C)=O)C (N,N-dimethyl-5-amino-2-pentanone), Cl.NO (hydroxylamine hydrochloride), C([O-])([O-])=O.[Na+].[Na+] (sodium carbonate). The solvent is O (water). Product: CN(CCCC(C)=NO)C (N,N-dimethyl-5-amino-2-pentanone oxime). Yield: 53.1%. As a reaction SMILES: [CH3:1][N:2]([CH3:9])[CH2:3][CH2:4][CH2:5][C:6](=O)[CH3:7].Cl.[NH2:11][OH:12].C(=O)([O-])[O-].[Na+].[Na+]>O>[CH3:1][N:2]([CH3:9])[CH2:3][CH2:4][CH2:5][C:6](=[N:11][OH:12])[CH3:7] |f:1.2,3.4.5|. Reported procedure: A mixture of 20 gm (167 mMol) N,N-dimethyl-5-amino-2-pentanone, 14.5 gm (208 mMol) hydroxylamine hydrochloride, and 8.8 gm (83 mMol) sodium carbonate in 50 mL water was heated at reflux for 1.5 hours. After cooling to room temperature, the reaction mixture was extracted with dichloromethane. The organic extracts were combined, dried over sodium sulfate and concentrated under reduced pressure. The residual oil crystallized on standing at room temperature. The solid was washed with hexane to provi... Reactants: BrCC1=CC=C(S1)C=1OC2=C(N1)C=C(C=C2)[N+](=O)[O-] (2-[5-(Bromomethyl)-2-thienyl]-5-nitrobenzoxazole), CN1CCNCC1 (N-methylpiperazine). Run in C1=CC=CC=C1 (benzene). Yields the product CN1CCN(CC1)CC1=CC=C(S1)C=1OC2=C(N1)C=C(C=C2)[N+](=O)[O-] (2-[5-[(4-Methyl-1-piperazinyl)methyl]-2-thienyl]-5-nitrobenzoxazole). Isolated yield 73.9%. Reaction SMILES: Br[CH2:2][C:3]1[S:7][C:6]([C:8]2[O:9][C:10]3[CH:16]=[CH:15][C:14]([N+:17]([O-:19])=[O:18])=[CH:13][C:11]=3[N:12]=2)=[CH:5][CH:4]=1.[CH3:20][N:21]1[CH2:26][CH2:25][NH:24][CH2:23][CH2:22]1>C1C=CC=CC=1>[CH3:20][N:21]1[CH2:26][CH2:25][N:24]([CH2:2][C:3]2[S:7][C:6]([C:8]3[O:9][C:10]4[CH:16]=[CH:15][C:14]([N+:17]([O-:19])=[O:18])=[CH:13][C:11]=4[N:12]=3)=[CH:5][CH:4]=2)[CH2:23][CH2:22]1. Procedure: 2-[5-(Bromomethyl)-2-thienyl]-5-nitrobenzoxazole (1.16 g, 0.0034 mole, prepared as described in Example 1) and N-methylpiperazine (1.4 g, 0.014 mole) are dissolved in 50 ml of benzene and heated at reflux for 24 hours. The precipitated N-methylpiperazine hydrobromide is removed by filtration and the benzene removed under vacuum yielding a solid. Crystallization from ethanol yields 0.9 g of the title compound, melting point 135°-137°C. Starting materials: C(CCC)C(C#N)(C1=CC=CC=C1)CCCC (α,α-dibutyl-benzeneacetonitrile). Solvent: C(C)O (ethanol). The product is NCC(C1=CC=CC=C1)(CCCC)CCCC (1-amino-2,2,dibutyl-2-phenylethane). As a reaction SMILES: [CH2:1]([C:5]([CH2:14][CH2:15][CH2:16][CH3:17])([C:8]1[CH:13]=[CH:12][CH:11]=[CH:10][CH:9]=1)[C:6]#[N:7])[CH2:2][CH2:3][CH3:4]>C(O)C>[NH2:7][CH2:6][C:5]([CH2:14][CH2:15][CH2:16][CH3:17])([CH2:1][CH2:2][CH2:3][CH3:4])[C:8]1[CH:13]=[CH:12][CH:11]=[CH:10][CH:9]=1. Reported procedure: α,α-Dibutyl-benzeneacetonitrile ((2), 7.0 gm; 0.0237 mol) is dissolved in borane-THF complex (1.1 equiv.) at room temperature for 18 hours. Once reaction is complete, ethanol (50 ml) is added, and the reaction is evaporated to dryness. Once dry, the residue is suspended in 100 ml 1M HCl, and the suspension is evaporated to dryness on a rotary evaporator. This procedure is repeated three times. After the final evaporation, the white residue is dissolved in 1M NaOH (100 ml), and extracted with die...